Dataset: the Open Reaction Database (ORD), a public repository of structured organic reaction records. Task: describe an organic reaction: reactants, conditions, products, and yield As a reaction SMILES: [CH3:1][O:2][C:3]([CH2:4][N:5]([CH3:6])[C:7]([CH2:8][C:9]([CH2:10][N:11]1[C:12](=[O:30])[c:13]2[n:14]([c:15]3[cH:16][c:17](-[c:21]4[cH:22][cH:23][c:24]([Cl:27])[cH:25][cH:26]4)[o:18][c:19]3[cH:20]2)[C:28]1=[S:29])([CH3:31])[CH3:32])=[O:33])=[O:34].[CH3:52][OH:53].[CH:36]([Cl:37])([Cl:38])[Cl:39].[F:45][C:46]([F:47])([F:48])[C:49]([OH:50])=[O:51].[Na+:44].[O-:40][C:41]([OH:42])=[O:43].[OH2:35]>>[O:2]=[C:3]([CH2:4][N:5]([CH3:6])[C:7]([CH2:8][C:9]([CH2:10][N:11]1[C:12](=[O:30])[c:13]2[n:14]([c:15]3[cH:16][c:17](-[c:21]4[cH:22][cH:23][c:24]([Cl:27])[cH:25][cH:26]4)[o:18][c:19]3[cH:20]2)[C:28]1=[S:29])([CH3:31])[CH3:32])=[O:33])[OH:34]. Product: CN(CC(=O)O)C(=O)CC(C)(C)CN1C(=O)c2cc3oc(-c4ccc(Cl)cc4)cc3n2C1=S. Reactants: COC(=O)CN(C)C(=O)CC(C)(C)CN1C(=O)c2cc3oc(-c4ccc(Cl)cc4)cc3n2C1=S, CO, ClC(Cl)Cl, O=C(O)C(F)(F)F, [Na+], O=C([O-])O, O. The reactants are C(C1=CC=CC=C1)OC(=O)N1CCC(CC1)COC=1C=C2C(=NNC2=CC1)S(=O)(=O)C1=CC=CC2=CC=CC=C12 (4-[3-(1-naphthylsulfonyl)-1H-indazol-5-yloxymethyl]-piperidine-1-carboxylic acid benzyl ester), Br (HBr). Run in C(C)(=O)O (acetic acid), C(C)OCC (ethyl ether). Run at time 30 minute. Product: C1(=CC=CC2=CC=CC=C12)S(=O)(=O)C1=NNC2=CC=C(C=C12)OCC1CCNCC1 (3-(1-Naphthylsulfonyl)-5-(piperidin-4-ylmethoxy)-1H-indazole). As a reaction SMILES: C(OC([N:11]1[CH2:16][CH2:15][CH:14]([CH2:17][O:18][C:19]2[CH:20]=[C:21]3[C:25](=[CH:26][CH:27]=2)[NH:24][N:23]=[C:22]3[S:28]([C:31]2[C:40]3[C:35](=[CH:36][CH:37]=[CH:38][CH:39]=3)[CH:34]=[CH:33][CH:32]=2)(=[O:30])=[O:29])[CH2:13][CH2:12]1)=O)C1C=CC=CC=1.Br>C(O)(=O)C.C(OCC)C>[C:31]1([S:28]([C:22]2[C:21]3[C:25](=[CH:26][CH:27]=[C:19]([O:18][CH2:17][CH:14]4[CH2:15][CH2:16][NH:11][CH2:12][CH2:13]4)[CH:20]=3)[NH:24][N:23]=2)(=[O:29])=[O:30])[C:40]2[C:35](=[CH:36][CH:37]=[CH:38][CH:39]=2)[CH:34]=[CH:33][CH:32]=1. Reported procedure: A mixture of 4-[3-(1-naphthylsulfonyl)-1H-indazol-5-yloxymethyl]-piperidine-1-carboxylic acid benzyl ester (0.3 g, 0.54 mmoles) and 33 wt % HBr in acetic acid (1.5 mL) was stirred at room temperature for 30 minutes, diluted with ethyl ether and filtered. The filtercake was washed with ether, dried, treated with 1N NaOH and saturated NaCl and extracted with EtOAc. The extracts were combined, dried over Na2SO4 and concentrated under vacuum to afford the title compound as an off-white solid; mp 175... Reactants: C(C1=CC=CC=C1)N1CC(CC1)(O)C1=C(C(=CC=C1)F)F ((+)-1-benzyl-3-(2,3-difluorophenyl)pyrrolidin-3-ol), ICCC (iodopropane). Solvent: CN(C=O)C (dimethyl formamide). Reaction conditions: temperature 80 celsius. Yields the product FC1=C(C=CC=C1F)C1(CN(CC1)CCC)O ((+)-3-(2,3-DIFLUOROPHENYL)-1-PROPYLPYRROLIDIN-3-OL). Isolated yield 34.5%. RXN SMILES: [CH2:1]([N:8]1[CH2:12][CH2:11][C:10]([C:14]2[CH:19]=[CH:18][CH:17]=[C:16]([F:20])[C:15]=2[F:21])([OH:13])[CH2:9]1)[C:2]1C=CC=C[CH:3]=1.ICCC>CN(C)C=O>[F:21][C:15]1[C:16]([F:20])=[CH:17][CH:18]=[CH:19][C:14]=1[C:10]1([OH:13])[CH2:11][CH2:12][N:8]([CH2:1][CH2:2][CH3:3])[CH2:9]1. Reported procedure: In a sealed tube a mixture of (+)-1-benzyl-3-(2,3-difluorophenyl)pyrrolidin-3-ol (0.40 g, 1.38 mmol), dimethyl formamide (3 mL) and iodopropane (1.35 mL, 13.8 mmol) was heated under microwave irradiation at 80° C. for 45 minutes. The resulting mixture was evaporated, morpholine (2 mL) was added and the mixture was heated under micro-wave irradiation at 130° C. for 30 minutes. Aqueous sodium carbonate (10%, 50 mL) was added and the aqueous phase was extracted with ethyl acetate (2×50 mL), the com...